From a dataset of the Open Reaction Database (ORD), a public repository of structured organic reaction records. describe an organic reaction: reactants, conditions, products, and yield Reaction SMILES: [CH3:1][N:2]1[CH2:8][CH2:7][CH:6]([OH:9])[C:5]2[O:10][CH:11]=[CH:12][C:4]=2[CH2:3]1.F[C:14]1[CH:19]=[CH:18][C:17]([C:20]([F:23])([F:22])[F:21])=[CH:16][CH:15]=1>>[CH3:1][N:2]1[CH2:8][CH2:7][CH:6]([O:9][C:14]2[CH:19]=[CH:18][C:17]([C:20]([F:23])([F:22])[F:21])=[CH:16][CH:15]=2)[C:5]2[O:10][CH:11]=[CH:12][C:4]=2[CH2:3]1. Product: CN1CC2=C(C(CC1)OC1=CC=C(C=C1)C(F)(F)F)OC=C2 (5-Methyl-8-[4-(trifluoromethyl)phenyloxy]-5,6,7,8-tetrahydro-4H-furo[3,2-c]azepine). Reported procedure: The same method as in Example 1 was conducted using 5-methyl-5,6,7,8-tetrahydro-4H-furo[3,2-c]azepin-8-ol (Reference Example 21) instead of 6-methyl-4,5,6,7-tetrahydrothieno[2,3-c]pyridin-4-ol (Reference Example 6) and was conducted using 4-fluorobenzotrifluoride instead of 1-fluoronaphthalene to give the objective compound. Reactants: CN1CC2=C(C(CC1)O)OC=C2 (5-methyl-5,6,7,8-tetrahydro-4H-furo[3,2-c]azepin-8-ol), FC1=CC=C(C=C1)C(F)(F)F (4-fluorobenzotrifluoride). The reactants are [C-]#N.[K+] (potassium cyanide), CS(=O)(=O)OCCCC(C1=CNC2=C(C=CC=C12)CSC)C1=CC=C(C=C1)Cl (4-(4-Chlorophenyl)-4-{7-[(methylsulfanyl)methyl]-1H-indol-3-yl}butyl methanesulfonate). Solvent: CN(C)C=O (DMF). Reaction conditions: temperature 80 celsius, time 2 hour. Product: ClC1=CC=C(C=C1)C(CCCC#N)C1=CNC2=C(C=CC=C12)CSC (5-(4-Chlorophenyl)-5-{7-[(methylsulfanyl)methyl]-1H-indol-3-yl}pentanonitrile). Reaction SMILES: [C-:1]#[N:2].[K+].CS(O[CH2:9][CH2:10][CH2:11][CH:12]([C:25]1[CH:30]=[CH:29][C:28]([Cl:31])=[CH:27][CH:26]=1)[C:13]1[C:21]2[C:16](=[C:17]([CH2:22][S:23][CH3:24])[CH:18]=[CH:19][CH:20]=2)[NH:15][CH:14]=1)(=O)=O>CN(C=O)C>[Cl:31][C:28]1[CH:29]=[CH:30][C:25]([CH:12]([C:13]2[C:21]3[C:16](=[C:17]([CH2:22][S:23][CH3:24])[CH:18]=[CH:19][CH:20]=3)[NH:15][CH:14]=2)[CH2:11][CH2:10][CH2:9][C:1]#[N:2])=[CH:26][CH:27]=1 |f:0.1|. Reported procedure: 91.9 mg (1.41 mmol) of potassium cyanide were added to 309 mg (0.71 mmol) of the compound from Example 65A in 5 ml of DMF. The mixture was stirred at 80° C. for 2 h and then concentrated, and the residue was purified by preparative HPLC (RP18 column; mobile phase: acetonitrile/water gradient with addition of 0.1% formic acid). DMF was removed by taking the crude product up in dichloromethane, washing twice with water and saturated aqueous sodium chloride solution, drying over magnesium sulfate, ... As a reaction SMILES: [CH2:3]([c:4]1[cH:5][cH:6][cH:7][cH:8][cH:9]1)[O:10][c:11]1[c:12]([OH:17])[cH:13][n:14][cH:15][cH:16]1.[CH3:44][N:45]([CH3:46])[CH:47]=[O:48].[Cl-:42].[F:18][c:19]1[c:20]([N+:39](=[O:40])[O-:41])[cH:21][c:22]([F:38])[c:23](-[n:25]2[c:26](=[O:37])[n:27]([CH3:36])[c:28]([C:32]([F:33])([F:34])[F:35])[cH:29][c:30]2=[O:31])[cH:24]1.[H-:1].[NH4+:43].[Na+:2]>>[CH2:3]([c:4]1[cH:5][cH:6][cH:7][cH:8][cH:9]1)[O:10][c:11]1[c:12]([O:17][c:19]2[c:20]([N+:39](=[O:40])[O-:41])[cH:21][c:22]([F:38])[c:23](-[n:25]3[c:26](=[O:37])[n:27]([CH3:36])[c:28]([C:32]([F:33])([F:34])[F:35])[cH:29][c:30]3=[O:31])[cH:24]2)[cH:13][n:14][cH:15][cH:16]1. Product: Cn1c(C(F)(F)F)cc(=O)n(-c2cc(Oc3cnccc3OCc3ccccc3)c([N+](=O)[O-])cc2F)c1=O. Reactants: Oc1cnccc1OCc1ccccc1, CN(C)C=O, [Cl-], Cn1c(C(F)(F)F)cc(=O)n(-c2cc(F)c([N+](=O)[O-])cc2F)c1=O, [H-], [NH4+], [Na+]. Starting materials: COC1=C(CN2C(N(C3=C(C2=O)C=C(S3)CC(F)(F)F)CC3=C(C=C(C=C3F)C=3C(=CC=CC3)C#N)F)=O)C=CC(=C1)OC (4′-{[3-(2,4-dimethoxybenzyl)-2,4-dioxo-6-(2,2,2-trifluoroethyl)-3,4-dihydrothieno[2,3-d]pyrimidin-1(2H)-yl]methyl}-3′,5′-difluorobiphenyl-2-carbonitrile), FC(C(=O)O)(F)F (trifluoroacetic acid). Solvent: C1(=CC=CC=C1)C (toluene). Reaction conditions: temperature 50 celsius, time 2 hour. The product is O=C1NC(C2=C(N1CC1=C(C=C(C=C1F)C=1C(=CC=CC1)C#N)F)SC(=C2)CC(F)(F)F)=O (4′-{[2,4-dioxo-6-(2,2,2-trifluoroethyl)-3,4-dihydrothieno[2,3-d]pyrimidin-1(2H)-yl]methyl}-3′,5′-difluorobiphenyl-2-carbonitrile). The yield is 99.9%. RXN SMILES: COC1C=C(OC)C=CC=1C[N:6]1[C:11](=[O:12])[C:10]2[CH:13]=[C:14]([CH2:16][C:17]([F:20])([F:19])[F:18])[S:15][C:9]=2[N:8]([CH2:21][C:22]2[C:27]([F:28])=[CH:26][C:25]([C:29]3[C:30]([C:35]#[N:36])=[CH:31][CH:32]=[CH:33][CH:34]=3)=[CH:24][C:23]=2[F:37])[C:7]1=[O:38].FC(F)(F)C(O)=O>C1(C)C=CC=CC=1>[O:38]=[C:7]1[N:8]([CH2:21][C:22]2[C:27]([F:28])=[CH:26][C:25]([C:29]3[C:30]([C:35]#[N:36])=[CH:31][CH:32]=[CH:33][CH:34]=3)=[CH:24][C:23]=2[F:37])[C:9]2[S:15][C:14]([CH2:16][C:17]([F:20])([F:19])[F:18])=[CH:13][C:10]=2[C:11](=[O:12])[NH:6]1. Procedure: A mixture of 4′-{[3-(2,4-dimethoxybenzyl)-2,4-dioxo-6-(2,2,2-trifluoroethyl)-3,4-dihydrothieno[2,3-d]pyrimidin-1(2H)-yl]methyl}-3′,5′-difluorobiphenyl-2-carbonitrile (1.71 g) and trifluoroacetic acid (20 mL) was stirred at 50° C. for 2 hr. To the reaction mixture was added toluene (20 mL), and the mixture was concentrated under reduced pressure. To the obtained residue was added ethyl acetate (20 mL), and the mixture was concentrated under reduced pressure. The precipitated solid was collected b... Reactants: FC1=CC=C(CN)C=C1 (4-fluorobenzylamine), ClC=1C2=C(N=C(N1)C1=NC=CN=C1)SC(=C2)[N+](=O)[O-] (4-chloro-2-(pyrazin-2-yl)-6-nitro-thieno-[2,3-d]-pyrimidine). Product: N1=C(C=NC=C1)C=1N=C(C2=C(N1)SC(=C2)[N+](=O)[O-])NCC2=CC=C(C=C2)F (2-(pyrazin-2-yl)-4-(4-fluorobenzylamino)-6-nitro-thieno-[2,3-d]-pyrimidine). Reaction SMILES: [F:1][C:2]1[CH:9]=[CH:8][C:5]([CH2:6][NH2:7])=[CH:4][CH:3]=1.Cl[C:11]1[C:12]2[CH:25]=[C:24]([N+:26]([O-:28])=[O:27])[S:23][C:13]=2[N:14]=[C:15]([C:17]2[CH:22]=[N:21][CH:20]=[CH:19][N:18]=2)[N:16]=1>>[N:18]1[CH:19]=[CH:20][N:21]=[CH:22][C:17]=1[C:15]1[N:16]=[C:11]([NH:7][CH2:6][C:5]2[CH:8]=[CH:9][C:2]([F:1])=[CH:3][CH:4]=2)[C:12]2[CH:25]=[C:24]([N+:26]([O-:28])=[O:27])[S:23][C:13]=2[N:14]=1. Procedure: With the procedure of Example 1, the reaction of 4-fluorobenzylamine with 4-chloro-2-(pyrazin-2-yl)-6-nitro-thieno-[2,3-d]-pyrimidine yields 2-(pyrazin-2-yl)-4-(4-fluorobenzylamino)-6-nitro-thieno-[2,3-d]-pyrimidine.